This data is from the Open Reaction Database (ORD), a public repository of structured organic reaction records. The task is: describe an organic reaction: reactants, conditions, products, and yield The reactants are CSc1ncc2ccc(Br)n2n1, CC(=O)[O-], CC(=O)[O-], C1COCCO1, COc1ccccc1B(O)O, CN(C)C=O, [Na+], [Na+], O=C([O-])[O-], O, [Pd+2], c1ccc(P(c2ccccc2)c2ccccc2)cc1. The product is COc1ccccc1-c1ccc2cnc(SC)nn12. Reaction SMILES: [Br:26][c:27]1[cH:28][cH:29][c:30]2[cH:31][n:32][c:33]([S:36][CH3:37])[n:34][n:35]12.[C:61]([O-:62])(=[O:63])[CH3:64].[C:66]([O-:67])(=[O:68])[CH3:69].[CH2:20]1[O:21][CH2:22][CH2:23][O:24][CH2:25]1.[CH3:38][O:39][c:40]1[c:41]([B:46]([OH:47])[OH:48])[cH:42][cH:43][cH:44][cH:45]1.[CH3:49][N:50]([CH3:51])[CH:52]=[O:53].[Na+:54].[Na+:55].[O-:56][C:57](=[O:58])[O-:59].[OH2:60].[Pd+2:65].[c:1]1([P:2]([c:3]2[cH:4][cH:5][cH:6][cH:7][cH:8]2)[c:9]2[cH:10][cH:11][cH:12][cH:13][cH:14]2)[cH:15][cH:16][cH:17][cH:18][cH:19]1>>[c:27]1(-[c:41]2[c:40]([O:39][CH3:38])[cH:45][cH:44][cH:43][cH:42]2)[cH:28][cH:29][c:30]2[cH:31][n:32][c:33]([S:36][CH3:37])[n:34][n:35]12. Reported procedure: 7.16 g (49.4 mM) of ethyl N-(n-propyl)glycinate and 6.4 ml (50 mM) of ethyl malonyl chloride were added simultaneously to an ice-cold solution of 6.9 g (50 mM) of potassium carbonate in 15 ml water overlaid with 50 ml ether. The cooling bath was removed and the reaction warmed to ambient temperature stirring for 1.5 hours. The aqueous phase was acidified to pH 4 with concentrated HCl and the layers separated. The aqueous phase was extracted with 15 ml ether and the combined ether layer washed wi... Solvent: O (water). Reaction SMILES: [CH2:1]([NH:4][CH2:5][C:6]([O:8][CH2:9][CH3:10])=[O:7])[CH2:2][CH3:3].C([CH:13]([C:17](Cl)=[O:18])[C:14](Cl)=[O:15])C.C(=O)([O-])[O-].[K+].[K+].[CH3:26][CH2:27][O:28]CC>O>[CH2:27]([O:28][C:17]([CH2:13][C:14]([N:4]([CH2:1][CH2:2][CH3:3])[CH2:5][C:6]([O:8][CH2:9][CH3:10])=[O:7])=[O:15])=[O:18])[CH3:26] |f:2.3.4|. Starting materials: C(CC)NCC(=O)OCC (ethyl N-(n-propyl)glycinate), C(C)C(C(=O)Cl)C(=O)Cl (ethyl malonyl chloride), ice, C([O-])([O-])=O.[K+].[K+] (potassium carbonate), CCOCC (ether). Reaction conditions: time 1.5 hour. Yields the product C(C)OC(=O)CC(=O)N(CC(=O)OCC)CCC (Ethyl N-(ethoxycarbonylacetyl)-N-(n-propyl)glycinate). Starting materials: NC1=CC(=C(C=C1)C1=CC(=CC(N1)=O)C1=CC(=C(C=C1)O)C)C (6-(4-amino-2-methylphenyl)-4-(4-hydroxy-3-methylphenyl)pyridin-2(1H)-one), ClCCCl (1,2 Dichloroethane), C(=O)(OC(C)(C)C)N1CCC(CC1)C=O (N-Boc-4-Formyl piperidine), C(C)(=O)O[BH-](OC(C)=O)OC(C)=O.[Na+] (sodium triacetoxy borohydride). The solvent is C(C)(=O)O (acetic acid). Run at time 15 minute. Yields the product OC1=C(C=C(C=C1)C1=CC(NC(=C1)C1=C(C=C(C=C1)NCC1CCNCC1)C)=O)C (4-(4-hydroxy-3-methylphenyl)-6-{2-methyl-4-[(piperidin-4-ylmethyl)amino]phenyl}pyridin-2(1H)-one), acetate salt. Isolated yield 14.0%. Reaction SMILES: [NH2:1][C:2]1[CH:7]=[CH:6][C:5]([C:8]2[NH:13][C:12](=[O:14])[CH:11]=[C:10]([C:15]3[CH:20]=[CH:19][C:18]([OH:21])=[C:17]([CH3:22])[CH:16]=3)[CH:9]=2)=[C:4]([CH3:23])[CH:3]=1.ClCCCl.C([N:35]1[CH2:40][CH2:39][CH:38]([CH:41]=O)[CH2:37][CH2:36]1)(OC(C)(C)C)=O.C(O[BH-](OC(=O)C)OC(=O)C)(=O)C.[Na+]>C(O)(=O)C>[OH:21][C:18]1[CH:19]=[CH:20][C:15]([C:10]2[CH:9]=[C:8]([C:5]3[CH:6]=[CH:7][C:2]([NH:1][CH2:41][CH:38]4[CH2:39][CH2:40][NH:35][CH2:36][CH2:37]4)=[CH:3][C:4]=3[CH3:23])[NH:13][C:12](=[O:14])[CH:11]=2)=[CH:16][C:17]=1[CH3:22] |f:3.4|. Reported procedure: In a round bottom flask was added 6-(4-amino-2-methylphenyl)-4-(4-hydroxy-3-methylphenyl)pyridin-2(1H)-one (76 mg, 0.25 mmol), 1,2 Dichloroethane (5.0 mL), acetic acid (0.1 mL), and N-Boc-4-Formyl piperidine (0.65 mg, 0.30 mmol). The reaction was stirred at room temperature for 15 minutes before adding sodium triacetoxy borohydride (85 mg, 0.40 mmol). Stirring was continued at room temperature for 10 min. The reaction was then concentrated down under reduced pressure. The resulting oil was then ... The reactants are ( 11 ), ( 9 ), ( 100 ), Cl.OC(CNC(CC1=CC=C(C=C1)OC)(C)C)COC1=C(C=CC=C1)C (N-[2-Hydroxy-3-(2-methylphenoxy)propyl]-1,1-dimethyl-2-(4-methoxyphenyl)ethylamine Hydrochloride), OC(CNC(CC1=CC=C(C=C1)OC)(C)C)COCC=C (N-(2-Hydroxy-3-allyloxypropyl)-1,1-dimethyl-2-(4-methoxyphenyl)ethylamine), ( 9 ), ( 64 ), Cl.OC(CNC(CC1=CC=C(C=C1)OC)(C)C)COC1=CC=C(C=C1)Cl (N-[2-Hydroxy-3-(4-chlorophenoxy)propyl]-1,1-dimethyl-2-(4-methoxyphenyl)ethylamine Hydrochloride). The product is Cl.OC(CNC(CC1=CC=C(C=C1)OC)(C)C)COC1=C(C=CC(=C1)Cl)Cl (N-[2-hydroxy-3-(2,5-dichlorophenoxy)propyl]-1,1-dimethyl-2-(4-methoxyphenyl)ethylamine Hydrochloride). As a reaction SMILES: [ClH:1].[OH:2][CH:3]([CH2:18][O:19][C:20]1[CH:25]=[CH:24][C:23]([Cl:26])=[CH:22][CH:21]=1)[CH2:4][NH:5][C:6]([CH3:17])([CH3:16])[CH2:7][C:8]1[CH:13]=[CH:12][C:11]([O:14][CH3:15])=[CH:10][CH:9]=1.OC(COCC=C)CNC(C)(C)CC1C=CC(OC)=CC=1.[ClH:48].OC(COC1C=CC=CC=1C)CNC(C)(C)CC1C=CC(OC)=CC=1>>[ClH:26].[OH:2][CH:3]([CH2:18][O:19][C:20]1[CH:25]=[C:24]([Cl:1])[CH:23]=[CH:22][C:21]=1[Cl:48])[CH2:4][NH:5][C:6]([CH3:17])([CH3:16])[CH2:7][C:8]1[CH:13]=[CH:12][C:11]([O:14][CH3:15])=[CH:10][CH:9]=1 |f:0.1,3.4,5.6|. Procedure details: GC/EI-MS, m/z (rel. int.) 382 (M−15,0.1), 280 (11), 279 (9), 278 (64), 276 (100), 163 (9), 161 (5), 121 (29), 113 (8).